This data is from the Open Reaction Database (ORD), a public repository of structured organic reaction records. The task is: describe an organic reaction: reactants, conditions, products, and yield Reactants: CI, CO, ClCCl, [K+], [OH-], N#CCc1cc(SC#N)c2c(CCc3ccccc3)nccn12. The product is CSc1cc(CC#N)n2ccnc(CCc3ccccc3)c12. Reaction SMILES: [CH3:26][I:27].[CH3:28][OH:29].[Cl:30][CH2:31][Cl:32].[K+:25].[OH-:24].[c:1]1([CH2:7][CH2:8][c:9]2[c:10]3[n:11]([cH:12][cH:13][n:14]2)[c:15]([CH2:21][C:22]#[N:23])[cH:16][c:17]3[S:18][C:19]#[N:20])[cH:2][cH:3][cH:4][cH:5][cH:6]1>>[c:1]1([CH2:7][CH2:8][c:9]2[c:10]3[n:11]([cH:12][cH:13][n:14]2)[c:15]([CH2:21][C:22]#[N:23])[cH:16][c:17]3[S:18][CH3:19])[cH:2][cH:3][cH:4][cH:5][cH:6]1. Starting materials: C(C=C)(=O)OC(C)(C)C (tert-butyl acrylate), N12CCCCCC2=NCCC1 (DBU), [N+](=O)([O-])C (nitromethane), N12CCCCCC2=NCCC1 (1,8-diazabicyclo[5.4.0]undec-7-ene), C(C=C)(=O)O (acrylic acid). Product: [N+](=O)([O-])C(C(=O)OC(C)(C)C)CC (tert-Butyl nitrobutyrate). Reaction SMILES: [C:1]([O:5][C:6]([CH3:9])([CH3:8])[CH3:7])(=[O:4])[CH:2]=[CH2:3].N12CCCN=C1CCCCC2.[C:21](O)(=O)C=C.[N+:26](C)([O-:28])=[O:27]>>[N+:26]([CH:2]([CH2:3][CH3:21])[C:1]([O:5][C:6]([CH3:9])([CH3:8])[CH3:7])=[O:4])([O-:28])=[O:27]. Reported procedure: 537 ml (3.7 mol) of tert-butyl acrylate were added dropwise, at a bath temperature of 70° C., to an initially introduced solution of 2.0 l of nitromethane and 7 ml of 1,8-diazabicyclo[5.4.0]undec-7-ene (DBU), with the pH, which could possibly have declined due to traces of acrylic acid, being maintained constant by the addition of appropriate quantities of DBU. After the exothermic reaction had subsided (rise of temperature to 90° C.), the mixture was allowed to cool for 60 min and then washed s... Starting materials: BrCc1ccccc1, CN(C)C=O, [H-], [H][H], [Na+], O, OCc1ccc(O)c2ncccc12. Yields the product OCc1ccc(OCc2ccccc2)c2ncccc12. Reaction SMILES: [Br:18][CH2:19][c:20]1[cH:21][cH:22][cH:23][cH:24][cH:25]1.[CH3:26][N:27]([CH3:28])[CH:29]=[O:30].[H-:14].[H:16][H:17].[Na+:15].[OH2:31].[OH:1][CH2:2][c:3]1[c:4]2[cH:5][cH:6][cH:7][n:8][c:9]2[c:10]([OH:13])[cH:11][cH:12]1>>[OH:1][CH2:2][c:3]1[c:4]2[cH:5][cH:6][cH:7][n:8][c:9]2[c:10]([O:13][CH2:19][c:20]2[cH:21][cH:22][cH:23][cH:24][cH:25]2)[cH:11][cH:12]1. The reactants are COC(C(C)O)(C1=CC2=CC=C(C=C2C=C1)OC)OC (1,1-dimethoxy-1-(6-methoxy-2-naphthyl)propan-2-ol), C1(=CC=C(C=C1)S(=O)(=O)Cl)C (p-toluenesulfonyl chloride). The solvent is C(C)N(CC)CC (triethylamine). The product is C1(=CC=C(C=C1)S(=O)(=O)OC(C(C1=CC2=CC=C(C=C2C=C1)OC)(OC)OC)C)C (1,1-dimethoxy-1-(6-methoxy-2-naphthyl)prop-2-yl p-toluenesulfonate). As a reaction SMILES: [CH3:1][O:2][C:3]([O:19][CH3:20])([C:7]1[CH:16]=[CH:15][C:14]2[C:9](=[CH:10][CH:11]=[C:12]([O:17][CH3:18])[CH:13]=2)[CH:8]=1)[CH:4]([OH:6])[CH3:5].[C:21]1([CH3:31])[CH:26]=[CH:25][C:24]([S:27](Cl)(=[O:29])=[O:28])=[CH:23][CH:22]=1>C(N(CC)CC)C>[C:21]1([CH3:31])[CH:26]=[CH:25][C:24]([S:27]([O:6][CH:4]([CH3:5])[C:3]([O:19][CH3:20])([O:2][CH3:1])[C:7]2[CH:16]=[CH:15][C:14]3[C:9](=[CH:10][CH:11]=[C:12]([O:17][CH3:18])[CH:13]=3)[CH:8]=2)(=[O:29])=[O:28])=[CH:23][CH:22]=1. Procedure: 1,1-dimethoxy-1-(6-methoxy-2-naphthyl)propan-2-ol is treated with a molar excess of p-toluenesulfonyl chloride in the presence of a molar excess of triethylamine in a manner similar to Example 25 to yield (S) 1,1-dimethoxy-1-(6-methoxy-2-naphthyl)prop-2-yl p-toluenesulfonate. That material is converted to (S) methyl 2-(6-methoxy-2-naphthyl)propionate in a manner similar to that described in Example 17. Reactants: C(=O)(O)[O-].[Na+] (NaHCO3), NC1=C(C=C(C=C1[N+](=O)[O-])Br)C(F)(F)F (2-amino-5-bromo-3-nitrobenzotrifluoride), ice water, Cl[Sn]Cl (SnCl2). Run in C(C)O (ethanol). Run at temperature 90 celsius. The product is NC1=C(C=C(C=C1N)Br)C(F)(F)F (2,3-diamino-5-bromobenzotrifluoride). Isolated yield 62.0%. As a reaction SMILES: [NH2:1][C:2]1[C:7]([N+:8]([O-])=O)=[CH:6][C:5]([Br:11])=[CH:4][C:3]=1[C:12]([F:15])([F:14])[F:13].Cl[Sn]Cl.C([O-])(O)=O.[Na+]>C(O)C>[NH2:1][C:2]1[C:7]([NH2:8])=[CH:6][C:5]([Br:11])=[CH:4][C:3]=1[C:12]([F:15])([F:13])[F:14] |f:2.3|. Procedure details: To a stirred mixture of 2-amino-5-bromo-3-nitrobenzotrifluoride (261 mg, 0.949 mmol) in ethanol (4 mL) was added SnCl2 ·2 H2O (1.076 g, 4.745 mmol) in one portion. The mixture was refluxed at 80° C. (oil bath 90° C.) for 1 h. The solution was cooled to room temperature and ice water (20 g) was added. It was adjusted to pH=7 with NaHCO3 and extracted by ethyl acetate (2×4 mL). The extract was dried over Mg2SO4 and evaporated to give 150 mg (64.6%) of 2,3-diamino-5-bromobenzotrifluoride as a brown... Starting materials: C(#N)CNC(=O)[C@H](CC(C)C)NCC1=CC=C(C=C1)C1=CC=C(C=C1)N1CCN(CC1)C(=O)OC(C)(C)C (tert-butyl 4-(4′-{[((1S)-1-{[(cyanomethyl)amino]carbonyl}-3-methylbutyl)amino]-methyl}[1,1′-biphenyl]-4-yl)-1-piperazinecarboxylate), CS(=O)(=O)O (MeSO3H), C(=O)(O)[O-].[Na+] (NaHCO3). Solvent: C1CCOC1 (THF). The product is C(#N)CNC([C@H](CC(C)C)NCC1=CC=C(C=C1)C1=CC=C(C=C1)N1CCNCC1)=O ((2S)-N-(cyanomethyl)-4-methyl-2-({[4′-(1-piperazinyl)[1,1′-biphenyl]-4-yl]methyl}amino)pentanamide). Reaction SMILES: [C:1]([CH2:3][NH:4][C:5]([C@@H:7]([NH:12][CH2:13][C:14]1[CH:19]=[CH:18][C:17]([C:20]2[CH:25]=[CH:24][C:23]([N:26]3[CH2:31][CH2:30][N:29](C(OC(C)(C)C)=O)[CH2:28][CH2:27]3)=[CH:22][CH:21]=2)=[CH:16][CH:15]=1)[CH2:8][CH:9]([CH3:11])[CH3:10])=[O:6])#[N:2].CS(O)(=O)=O.C([O-])(O)=O.[Na+]>C1COCC1>[C:1]([CH2:3][NH:4][C:5](=[O:6])[C@@H:7]([NH:12][CH2:13][C:14]1[CH:19]=[CH:18][C:17]([C:20]2[CH:25]=[CH:24][C:23]([N:26]3[CH2:27][CH2:28][NH:29][CH2:30][CH2:31]3)=[CH:22][CH:21]=2)=[CH:16][CH:15]=1)[CH2:8][CH:9]([CH3:11])[CH3:10])#[N:2] |f:2.3|. Reported procedure: To tert-butyl 4-(4′-{[((1S)-1-{[(cyanomethyl)amino]carbonyl}-3-methylbutyl)amino]-methyl}[1,1′-biphenyl]-4-yl)-1-piperazinecarboxylate (85 mg, 0.164 mmol) in dry THF (5 mL) under dry nitrogen was gradually added a total of 8 equivalents of MeSO3H (total of 85 μL, 1.31 mmol) over a period of 2 days in portions of 1–2 equivalents at a time. Aqueous sat. NaHCO3 was added carefully and the product extracted with EtOAc (3×), dried over Na2SO4, concentrated in vacuo, and purified by flash chromatograp...